This data is from the Open Reaction Database (ORD), a public repository of structured organic reaction records. The task is: describe an organic reaction: reactants, conditions, products, and yield The reactants are BrC1=C(C=CC=C1)S(=O)CCCCl (1-bromo-2-[(3-chloropropyl)sulfinyl]benzene), CC(C(=O)NC1=CC(=CC=C1)C1CCNCC1)C (2-methyl-N-[3-(4-piperidinyl)phenyl]propanamide), C24H31BrN2O2S. The product is BrC1=C(C=CC=C1)S(=O)CCCN1CCC(CC1)C=1C=C(C=CC1)NC(C(C)C)=O (N-[3-(1-{3-[(2-BROMOPHENYL)SULFINYL]PROPYL}-4-PIPERIDINYL)PHENYL]-2-METHYLPROPANAMIDE). RXN SMILES: [Br:1][C:2]1[CH:7]=[CH:6][CH:5]=[CH:4][C:3]=1[S:8]([CH2:10][CH2:11][CH2:12]Cl)=[O:9].[CH3:14][CH:15]([CH3:31])[C:16]([NH:18][C:19]1[CH:24]=[CH:23][CH:22]=[C:21]([CH:25]2[CH2:30][CH2:29][NH:28][CH2:27][CH2:26]2)[CH:20]=1)=[O:17]>>[Br:1][C:2]1[CH:7]=[CH:6][CH:5]=[CH:4][C:3]=1[S:8]([CH2:10][CH2:11][CH2:12][N:28]1[CH2:29][CH2:30][CH:25]([C:21]2[CH:20]=[C:19]([NH:18][C:16](=[O:17])[CH:15]([CH3:14])[CH3:31])[CH:24]=[CH:23][CH:22]=2)[CH2:26][CH2:27]1)=[O:9]. Procedure: Prepared by Procedure G and Scheme B1 using 1-bromo-2-[(3-chloropropyl)sulfinyl]benzene and 2-methyl-N-[3-(4-piperidinyl)phenyl]propanamide: Anal. Calcd for C24H31BrN2O2S+0.3CHCl3: ESMS m/e: 491.0 (M+H)+. The reactants are C(C)(C)(C)OC(=O)N1C[C@H](OCC1)C(=O)C=1C=NC(=CC1)OC ((S)-2-(6-Methoxy-pyridine-3-carbonyl)-morpholine-4-carboxylic acid tert-butyl ester), [BH4-].[Na+] (Sodium borohydride). The solvent is CO (methanol). Conditions: temperature 0 celsius, time 2 hour. The product is C(C)(C)(C)OC(=O)N1C[C@H](OCC1)C(C=1C=NC(=CC1)OC)O ((S)-2-[hydroxy-(6-methoxy-pyridin-3-yl)-methyl]-morpholine-4-carboxylic acid tert-butyl ester). Yield: 95.7%. Reaction SMILES: [C:1]([O:5][C:6]([N:8]1[CH2:13][CH2:12][O:11][C@H:10]([C:14]([C:16]2[CH:17]=[N:18][C:19]([O:22][CH3:23])=[CH:20][CH:21]=2)=[O:15])[CH2:9]1)=[O:7])([CH3:4])([CH3:3])[CH3:2].[BH4-].[Na+]>CO>[C:1]([O:5][C:6]([N:8]1[CH2:13][CH2:12][O:11][C@H:10]([CH:14]([OH:15])[C:16]2[CH:17]=[N:18][C:19]([O:22][CH3:23])=[CH:20][CH:21]=2)[CH2:9]1)=[O:7])([CH3:4])([CH3:3])[CH3:2] |f:1.2|. Procedure: (S)-2-(6-Methoxy-pyridine-3-carbonyl)-morpholine-4-carboxylic acid tert-butyl ester (305 mg, 0.95 mmol) was dissolved in methanol (5 mL) and cooled to 0° C. Sodium borohydride (36 mg, 0.95 mmol) was added and the resulting reaction mixture was stirred for 2 h at room temperature before pouring onto NaHCO3 and extracting 3 times with ethyl acetate. The combined organic phase was washed with brine, dried over MgSO4, filtered and concentrated to afford (S)-2-[hydroxy-(6-methoxy-pyridin-3-yl)-methyl... Starting materials: C(C)(C)(C)OC(=O)N1CCC(CC1)NC(=O)C=1C(=NC=C(C1)F)Cl (4-[(2-Chloro-5-fluoro-pyridine-3-carbonyl)-amino]-piperidine-1-carboxylic acid tert-butyl ester), FC1=CC=C(C=C1)O (4-fluorophenol), C([O-])([O-])=O.[Cs+].[Cs+] (caesium carbonate). Solvent: CN(C=O)C (N,N-dimethylformamide). Yields the product C(C)(C)(C)OC(=O)N1CCC(CC1)NC(=O)C=1C(=NC=C(C1)F)OC1=CC=C(C=C1)F (4-{[5-fluoro-2-(4-fluorophenoxy)-pyridine-3-carbonyl]-amino}-piperidine-1-carboxylic acid tert-butyl ester). Yield: 53.4%. Reaction SMILES: [C:1]([O:5][C:6]([N:8]1[CH2:13][CH2:12][CH:11]([NH:14][C:15]([C:17]2[C:18](Cl)=[N:19][CH:20]=[C:21]([F:23])[CH:22]=2)=[O:16])[CH2:10][CH2:9]1)=[O:7])([CH3:4])([CH3:3])[CH3:2].[F:25][C:26]1[CH:31]=[CH:30][C:29]([OH:32])=[CH:28][CH:27]=1.C(=O)([O-])[O-].[Cs+].[Cs+]>CN(C)C=O>[C:1]([O:5][C:6]([N:8]1[CH2:13][CH2:12][CH:11]([NH:14][C:15]([C:17]2[C:18]([O:32][C:29]3[CH:30]=[CH:31][C:26]([F:25])=[CH:27][CH:28]=3)=[N:19][CH:20]=[C:21]([F:23])[CH:22]=2)=[O:16])[CH2:10][CH2:9]1)=[O:7])([CH3:4])([CH3:3])[CH3:2] |f:2.3.4|. Reported procedure: 4-[(2-Chloro-5-fluoro-pyridine-3-carbonyl)-amino]-piperidine-1-carboxylic acid tert-butyl ester (4.0 g, 11.18 mmol) (see Preparation 27), 4-fluorophenol (1.378 g, 12.3 mmol) and caesium carbonate (7.29 g, 33.54 mmol) were stirred in N,N-dimethylformamide (40 ml) at 55° C. under an atmosphere of nitrogen for 18 hours. The reaction mixture was then partitioned between ethyl acetate (50 ml) and water (30 ml) and the organic layer separated. The organic layer was then washed with a saturated aqueous... Starting materials: Cn1ccnc1C=O, [Na+], [Na+], O=C([O-])[O-], O=[N+]([O-])O, O=S(=O)(O)O. The product is Cn1cc([N+](=O)[O-])nc1C=O. Reaction SMILES: [CH:10](=[O:11])[c:12]1[n:13]([CH3:17])[cH:14][cH:15][n:16]1.[Na+:18].[Na+:19].[O-:20][C:21](=[O:22])[O-:23].[OH:1][N+:2]([O-:3])=[O:4].[S:5](=[O:6])(=[O:7])([OH:8])[OH:9]>>[O-:1][N+:2](=[O:4])[c:15]1[cH:14][n:13]([CH3:17])[c:12]([CH:10]=[O:11])[n:16]1. The reactants are FC1=CC(=C(C=C1)C(=O)N1CC=2N(CC3=C1C=CC=C3)C=CC2)C(F)(F)F ((4-fluoro-2-trifluoromethyl-phenyl)-(5H, 11H-pyrrolo[2,1-c][1,4]benzodiazepin-10-yl)-methanone), [H-].[Na+] (sodium hydride), N1N=CC=C1 (pyrazole). Solvent: oil, CN(C=O)C (dimethylformamide). The product is N1(N=CC=C1)C1=CC(=C(C=C1)C(=O)N1CC=2N(CC3=C1C=CC=C3)C=CC2)C(F)(F)F ((4-Pyrazol-1-yl-2-trifluoromethyl-phenyl)-(5H,11H-pyrrolo[2,1-c][1,4]benzodiazepin-10-yl)-methanone). Yield: 54.9%. RXN SMILES: F[C:2]1[CH:7]=[CH:6][C:5]([C:8]([N:10]2[C:16]3[CH:17]=[CH:18][CH:19]=[CH:20][C:15]=3[CH2:14][N:13]3[CH:21]=[CH:22][CH:23]=[C:12]3[CH2:11]2)=[O:9])=[C:4]([C:24]([F:27])([F:26])[F:25])[CH:3]=1.[H-].[Na+].[NH:30]1[CH:34]=[CH:33][CH:32]=[N:31]1>CN(C)C=O>[N:30]1([C:2]2[CH:7]=[CH:6][C:5]([C:8]([N:10]3[C:16]4[CH:17]=[CH:18][CH:19]=[CH:20][C:15]=4[CH2:14][N:13]4[CH:21]=[CH:22][CH:23]=[C:12]4[CH2:11]3)=[O:9])=[C:4]([C:24]([F:27])([F:25])[F:26])[CH:3]=2)[CH:34]=[CH:33][CH:32]=[N:31]1 |f:1.2|. Procedure: In the manner of Example 2, employing (4-fluoro-2-trifluoromethyl-phenyl)-(5H, 11H-pyrrolo[2,1-c][1,4]benzodiazepin-10-yl)-methanone (1.0 g), 60% sodium hydride in oil (0.20 g), pyrazole (0.25 g) and dimethylformamide (35 ml). The product (0.62 g) was obtained as a colorless amorphous solid, MS, m/z: 423.2 (M+H)+, 445.2 (M+Na)+, 845.3 (2M+H)+. The reactants are OCC1CCC(CO)CC1, O=C1c2ccccc2C(O)(c2ccc(Cl)cc2)N1Cc1ccc([N+](=O)[O-])cc1. Product: O=C1c2ccccc2C(OCC2CCC(CO)CC2)(c2ccc(Cl)cc2)N1Cc1ccc([N+](=O)[O-])cc1. RXN SMILES: [CH:29]1([CH2:37][OH:38])[CH2:30][CH2:31][CH:32]([CH2:35][OH:36])[CH2:33][CH2:34]1.[Cl:1][c:2]1[cH:3][cH:4][c:5]([C:8]2([OH:28])[N:9]([CH2:18][c:19]3[cH:20][cH:21][c:22]([N+:25](=[O:26])[O-:27])[cH:23][cH:24]3)[C:10](=[O:17])[c:11]3[cH:12][cH:13][cH:14][cH:15][c:16]32)[cH:6][cH:7]1>>[Cl:1][c:2]1[cH:3][cH:4][c:5]([C:8]2([O:28][CH2:37][CH:29]3[CH2:30][CH2:31][CH:32]([CH2:35][OH:36])[CH2:33][CH2:34]3)[N:9]([CH2:18][c:19]3[cH:20][cH:21][c:22]([N+:25](=[O:26])[O-:27])[cH:23][cH:24]3)[C:10](=[O:17])[c:11]3[cH:12][cH:13][cH:14][cH:15][c:16]32)[cH:6][cH:7]1. Reactants: ClC(=O)N1C2=C(C(NC3=C1C=CC=C3)=O)C=CC=N2 (11-(chlorocarbonyl)-6,11-dihydro-5H-pyrido[2,3-b][1,5]benzodiazepin-5-one), C(C)N(CCCC1CNCCC1)CC (3-[3-(diethylamino)propyl]piperidine). Run in C(C)#N (acetonitrile). Product: C(C)N(CCCC1CN(CCC1)C(=O)N1C2=C(C(NC3=C1C=CC=C3)=O)C=CC=N2)CC (11-[[3-[3-(Diethylamino)propyl]-1-piperidinyl]carbonyl]-6,11-dihydro-5H-pyrido[2,3-b][1,5]benzodiazepin-5-one). The yield is 38.0%. RXN SMILES: Cl[C:2]([N:4]1[C:10]2[CH:11]=[CH:12][CH:13]=[CH:14][C:9]=2[NH:8][C:7](=[O:15])[C:6]2[CH:16]=[CH:17][CH:18]=[N:19][C:5]1=2)=[O:3].[CH2:20]([N:22]([CH2:32][CH3:33])[CH2:23][CH2:24][CH2:25][CH:26]1[CH2:31][CH2:30][CH2:29][NH:28][CH2:27]1)[CH3:21]>C(#N)C>[CH2:32]([N:22]([CH2:20][CH3:21])[CH2:23][CH2:24][CH2:25][CH:26]1[CH2:31][CH2:30][CH2:29][N:28]([C:2]([N:4]2[C:10]3[CH:11]=[CH:12][CH:13]=[CH:14][C:9]=3[NH:8][C:7](=[O:15])[C:6]3[CH:16]=[CH:17][CH:18]=[N:19][C:5]2=3)=[O:3])[CH2:27]1)[CH3:33]. Reported procedure: Prepared analogously to Example 4 from 11-(chlorocarbonyl)-6,11-dihydro-5H-pyrido[2,3-b][1,5]benzodiazepin-5-one and 3-[3-(diethylamino)propyl]piperidine in a yield of 38% of theory. Colourless crystals, m.p. 123°-125° C. (acetonitrile).